The task is: describe an organic reaction: reactants, conditions, products, and yield. This data is from the Open Reaction Database (ORD), a public repository of structured organic reaction records. The reactants are C1(CCCCC1)[C@@H](C)NCC(O)(C)C (N-((1R)-1-Cyclohexyl-1-ethyl)-N-(2,2dimethyl-2-hydroxyethyl)amine), O=S(Cl)Cl (SOCl2), ClC1=C(C=CC=C1Cl)N=C=S (2,3-dichlorophenyl isothiocyanate). Product: Cl.ClC1=C(C=CC=C1Cl)N=C1SC(CN1[C@H](C)C1CCCCC1)(C)C (2-(2,3-dichlorophenylimino)-3-((1R)-1-cyclohexyl-1-ethyl)-5,5-dimethyl-1,3-thiazolidine HCl salt). RXN SMILES: [CH:1]1([C@H:7]([NH:9][CH2:10][C:11]([CH3:14])([CH3:13])O)[CH3:8])[CH2:6][CH2:5][CH2:4][CH2:3][CH2:2]1.O=S(Cl)[Cl:17].[Cl:19][C:20]1[C:25]([Cl:26])=[CH:24][CH:23]=[CH:22][C:21]=1[N:27]=[C:28]=[S:29]>>[ClH:17].[Cl:19][C:20]1[C:25]([Cl:26])=[CH:24][CH:23]=[CH:22][C:21]=1[N:27]=[C:28]1[N:9]([C@@H:7]([CH:1]2[CH2:6][CH2:5][CH2:4][CH2:3][CH2:2]2)[CH3:8])[CH2:10][C:11]([CH3:14])([CH3:13])[S:29]1 |f:3.4|. Reported procedure: (1R)-1-Cyclohexyl-1-ethylamine was reacted with 1,2-epoxy-2-methylpropane according to Method B5b to give N-((1R)-1-cyclohexyl-1-ethyl)-N-(2,2-dimethyl-2-hydroxyethyl)amine. N-((1R)-1-Cyclohexyl-1-ethyl)-N-(2,2dimethyl-2-hydroxyethyl)amine was reacted with SOCl2 followed by 2,3-dichlorophenyl isothiocyanate according to Method C2f to afford 2-(2,3-dichlorophenylimino)-3-((1R)-1-cyclohexyl-1-ethyl)-5,5-dimethyl-1,3-thiazolidine HCl salt. Starting materials: FC1=C(C=CC=C1F)C1=NC=NC(=C1)OCC#CCO (4-(2,3-difluorophenyl)-6-(4-hydroxy-2-butynyloxy)pyrimidine), FC1(N(CCN1C)C)F (2,2-difluoro-1,3-dimethylimidazolidine), O (water). Solvent: C(C)#N (acetonitrile). Conditions: time 24 hour. Product: FC1=C(C=CC=C1F)C1=NC=NC(=C1)OCC#CCF (4-(2,3-difluorophenyl)-6-(4-fluoro-2-butynyloxy)pyrimidine). Yield: 16.7%. As a reaction SMILES: [F:1][C:2]1[C:7]([F:8])=[CH:6][CH:5]=[CH:4][C:3]=1[C:9]1[CH:14]=[C:13]([O:15][CH2:16][C:17]#[C:18][CH2:19]O)[N:12]=[CH:11][N:10]=1.[F:21]C1(F)N(C)CCN1C.O>C(#N)C>[F:1][C:2]1[C:7]([F:8])=[CH:6][CH:5]=[CH:4][C:3]=1[C:9]1[CH:14]=[C:13]([O:15][CH2:16][C:17]#[C:18][CH2:19][F:21])[N:12]=[CH:11][N:10]=1. Reported procedure: In 6 ml of acetonitrile was dissolved 255 mg of 4-(2,3-difluorophenyl)-6-(4-hydroxy-2-butynyloxy)pyrimidine, to which 148 mg of 2,2-difluoro-1,3-dimethylimidazolidine was added, followed by stirring at room temperature for 24 hours. The reaction mixture was then poured into water and extracted with ethyl acetate. The organic layer was washed with a saturated aqueous sodium chloride solution, dried over anhydrous magnesium sulfate, and then concentrated. The resulting residue was subjected to sil... Reactants: O (water), COC=1C=C2CCN(C(C2=CC1)CC1=CC=C(C=C1)O)C(C)C (6-methoxy-2-(methylethyl)-1-(4-hydroxybenzyl)-1,2,3,4-tetrahydroisoquinoline), Cl.ClCCN1CCCCC1 (2-chloroethylpiperidine hydrochloride), C([O-])([O-])=O.[K+].[K+] (potassium carbonate), CN(C=O)C (dimethylformamide). Reaction conditions: temperature 80 celsius. The product is COC=1C=C2CCN(C(C2=CC1)CC1=CC=C(C=C1)OCCC1NCCCC1)C(C)C (6-Methoxy-2-(methylethyl)-1-{4-[(2-piperidyl)ethoxy]benzyl}-1,2,3,4-tetrahydroisoquinoline). Isolated yield 70.0%. Reaction SMILES: [CH3:1][O:2][C:3]1[CH:4]=[C:5]2[C:10](=[CH:11][CH:12]=1)[CH:9]([CH2:13][C:14]1[CH:19]=[CH:18][C:17](O)=[CH:16][CH:15]=1)[N:8]([CH:21]([CH3:23])[CH3:22])[CH2:7][CH2:6]2.Cl.ClCC[N:28]1[CH2:33][CH2:32][CH2:31][CH2:30][CH2:29]1.[C:34](=[O:37])([O-])[O-].[K+].[K+].O.[CH3:41]N(C)C=O>>[CH3:1][O:2][C:3]1[CH:4]=[C:5]2[C:10](=[CH:11][CH:12]=1)[CH:9]([CH2:13][C:14]1[CH:15]=[CH:16][C:17]([O:37][CH2:34][CH2:41][CH:33]3[CH2:32][CH2:31][CH2:30][CH2:29][NH:28]3)=[CH:18][CH:19]=1)[N:8]([CH:21]([CH3:22])[CH3:23])[CH2:7][CH2:6]2 |f:1.2,3.4.5|. Procedure details: A mixture of 6-methoxy-2-(methylethyl)-1-(4-hydroxybenzyl)-1,2,3,4-tetrahydroisoquinoline (0.212 g, 0.68 mmol), 2-chloroethylpiperidine hydrochloride (0.25 g, 1.36 mmol), and potassium carbonate (0.47 g, 3.4 mmol) in dimethylformamide (10 mL) was heated at 80° C. overnight. After cooling to room temperature, the mixture was poured into water and extracted with CH2Cl2. The organic layer was dried over MgSO4, filtered, and concentrated. The residue was then purified by chromatography (SiO2, 0-15% ... Reactants: C(C)(C)(C)C1=CC=CC1 (tert-butylcyclopentadiene), CC(=O)C (acetone), CO (methanol), N1CCCC1 (pyrrolidine). Solvent: C(C)(=O)O (acetic acid), CCOCC (ether), O (water). The product is C(C)(C)(C)C=1C=CC(C1)=C(C)C (3-tert-butyl-6,6-dimethylfulvene). The yield is 90.8%. RXN SMILES: [C:1]([C:5]1[CH2:9][CH:8]=[CH:7][CH:6]=1)([CH3:4])([CH3:3])[CH3:2].[CH3:10][C:11]([CH3:13])=O.CO.N1CCCC1>C(O)(=O)C.CCOCC.O>[C:1]([C:5]1[CH:9]=[CH:8][C:7](=[C:11]([CH3:13])[CH3:10])[CH:6]=1)([CH3:4])([CH3:3])[CH3:2]. Procedure details: To a mixed solution of 1.40 g (11 mmol) of tert-butylcyclopentadiene, 8.4 ml (114 mmol) of acetone and 20 ml of methanol, 9.5 ml (114 mmol) of pyrrolidine was added with ice cooling, followed by stirring at room temperature for one night. To the reaction solution, 50 ml of water, 100 ml of ether and 3 ml of acetic acid were added with ice cooling. The separated organic phase was washed with water and dried over anhydrous sodium sulfate. After the solvent was distilled off, the residue was subjec...